describe an organic reaction: reactants, conditions, products, and yield From a dataset of the Open Reaction Database (ORD), a public repository of structured organic reaction records. Starting materials: O[C@@H]1C[C@@H]2N(C([C@H](NC2=O)CC2=CNC3=CC=CC=C23)=O)C1 ((3R,7R,8aS)-7-hydroxy-3-(1H-indol-3-ylmethyl)-hexahydropyrrolo[1,2-a]pyrazine-1,4-dione), N1C=NC=C1 (imidazole), C(C)(C)(C)[Si](C1=CC=CC=C1)(C1=CC=CC=C1)Cl (tert-butyl-chloro-diphenylsilane). The solvent is CN(C=O)C (dimethylformamide). Run at time 8 hour. Product: [Si](C1=CC=CC=C1)(C1=CC=CC=C1)(C(C)(C)C)O[C@@H]1C[C@@H]2N(C([C@H](NC2=O)CC2=CNC3=CC=CC=C23)=O)C1 ((3R,7R,8aS)-7-(tert-butyl-diphenylsilanyloxy)-3-(1H-indol-3-ylmethyl)-hexahydropyrrolo[1,2-a]pyrazine-1,4-dione). Yield: 99.0%. Reaction SMILES: [OH:1][C@H:2]1[CH2:22][N:5]2[C:6](=[O:21])[C@@H:7]([CH2:11][C:12]3[C:20]4[C:15](=[CH:16][CH:17]=[CH:18][CH:19]=4)[NH:14][CH:13]=3)[NH:8][C:9](=[O:10])[C@@H:4]2[CH2:3]1.N1C=CN=C1.[C:28]([Si:32](Cl)([C:39]1[CH:44]=[CH:43][CH:42]=[CH:41][CH:40]=1)[C:33]1[CH:38]=[CH:37][CH:36]=[CH:35][CH:34]=1)([CH3:31])([CH3:30])[CH3:29]>CN(C)C=O>[Si:32]([O:1][C@H:2]1[CH2:22][N:5]2[C:6](=[O:21])[C@@H:7]([CH2:11][C:12]3[C:20]4[C:15](=[CH:16][CH:17]=[CH:18][CH:19]=4)[NH:14][CH:13]=3)[NH:8][C:9](=[O:10])[C@@H:4]2[CH2:3]1)([C:28]([CH3:31])([CH3:30])[CH3:29])([C:39]1[CH:40]=[CH:41][CH:42]=[CH:43][CH:44]=1)[C:33]1[CH:38]=[CH:37][CH:36]=[CH:35][CH:34]=1. Procedure details: To a solution of (3R,7R,8aS)-7-hydroxy-3-(1H-indol-3-ylmethyl)-hexahydropyrrolo[1,2-a]pyrazine-1,4-dione (2.5 g) in dimethylformamide (30 mL) was added imidazole (1.7 g) and tert-butyl-chloro-diphenylsilane (4.35 mL). The resulting mixture was stirred overnight at room temperature and then partitioned between water and ethyl acetate. The organic layer was dried, filtered and concentrated in vacuo. The residue was purified by flash chromatography (SiO2, EtOAc) to afford (3R,7R,8aS)-7-(tert-butyl-... The reactants are CN1CCC(=CC1)C1=CC(=CC=C1)OC (1-methyl-4-(3-methoxyphenyl)-1,2,3,6-tetrahydropyridine), ClCCCBr (3-chloropropylbromide), [I-].[Na+] (sodium iodide). Yields the product COC=1C=C(C=CC1)C12CCN(C=C2CCC1)C (4a-(3-methoxyphenyl)-2-methyl-3,4,4a,5,6,7-hexahydro-2-pyrindine). As a reaction SMILES: [CH3:1][N:2]1[CH2:7][CH:6]=[C:5]([C:8]2[CH:13]=[CH:12][CH:11]=[C:10]([O:14][CH3:15])[CH:9]=2)[CH2:4][CH2:3]1.Cl[CH2:17][CH2:18][CH2:19]Br.[I-].[Na+]>>[CH3:15][O:14][C:10]1[CH:9]=[C:8]([C:5]23[CH2:19][CH2:18][CH2:17][C:4]2=[CH:3][N:2]([CH3:1])[CH2:7][CH2:6]3)[CH:13]=[CH:12][CH:11]=1 |f:2.3|. Reported procedure: Following the procedure set out in Example 47, 1-methyl-4-(3-methoxyphenyl)-1,2,3,6-tetrahydropyridine was reacted with 3-chloropropylbromide and sodium iodide to afford 4a-(3-methoxyphenyl)-2-methyl-3,4,4a,5,6,7-hexahydro-2-pyrindine. B.P. 132°-134° C. at 0.1 torr. Reactants: CCO, O=C[O-], [NH4+], FC(F)(F)c1nnc2n1N=C(N1CC=C(c3c[nH]c4ccccc34)CC1)CC2. The product is FC(F)(F)c1nnc2n1N=C(N1CCC(c3c[nH]c4ccccc34)CC1)CC2. RXN SMILES: [CH3:33][CH2:34][OH:35].[CH:29]([O-:30])=[O:31].[NH4+:32].[nH:1]1[cH:2][c:3]([C:10]2=[CH:11][CH2:12][N:13]([C:16]3=[N:21][n:20]4[c:19]([n:24][n:23][c:22]4[C:25]([F:26])([F:27])[F:28])[CH2:18][CH2:17]3)[CH2:14][CH2:15]2)[c:4]2[cH:5][cH:6][cH:7][cH:8][c:9]12>>[nH:1]1[cH:2][c:3]([CH:10]2[CH2:11][CH2:12][N:13]([C:16]3=[N:21][n:20]4[c:19]([n:24][n:23][c:22]4[C:25]([F:26])([F:27])[F:28])[CH2:18][CH2:17]3)[CH2:14][CH2:15]2)[c:4]2[cH:5][cH:6][cH:7][cH:8][c:9]12. Product: C(C)OC(=O)C=1C(C2=C(N=C(N=C2)NCCN2CCOCC2)N(C1)C=1C=C2CCCC2=CC1)=O (8-indan-5-yl-2-(2-morpholin-4-yl-ethylamino)-5-oxo-5,8-dihydro-pyrido[2,3-d]pyrimidine-6-carboxylic acid ethyl ester). RXN SMILES: [N:1]1([CH2:7][CH2:8][NH2:9])[CH2:6][CH2:5][O:4][CH2:3][CH2:2]1.[CH2:10]([O:12][C:13]([C:15]1[C:16](=[O:38])[C:17]2[CH:22]=[N:21][C:20](S(C)(=O)=O)=[N:19][C:18]=2[N:27]([C:29]2[CH:30]=[C:31]3[C:35](=[CH:36][CH:37]=2)[CH2:34][CH2:33][CH2:32]3)[CH:28]=1)=[O:14])[CH3:11]>>[CH2:10]([O:12][C:13]([C:15]1[C:16](=[O:38])[C:17]2[CH:22]=[N:21][C:20]([NH:9][CH2:8][CH2:7][N:1]3[CH2:6][CH2:5][O:4][CH2:3][CH2:2]3)=[N:19][C:18]=2[N:27]([C:29]2[CH:30]=[C:31]3[C:35](=[CH:36][CH:37]=2)[CH2:34][CH2:33][CH2:32]3)[CH:28]=1)=[O:14])[CH3:11]. Starting materials: N1(CCOCC1)CCN (2-morpholin-4-yl-ethylamine), C(C)OC(=O)C=1C(C2=C(N=C(N=C2)S(=O)(=O)C)N(C1)C=1C=C2CCCC2=CC1)=O (8-indan-5-yl-2-methanesulfonyl-5-oxo-5,8-dihydro-pyrido[2,3-d]pyrimidine-6-carboxylic acid ethyl ester). Procedure: Using the procedure outlined in Example 1(Step F) the title compound was prepared from 2-morpholin-4-yl-ethylamine (4.8 μL, 0.036 mmol) and 8-indan-5-yl-2-methanesulfonyl-5-oxo-5,8-dihydro-pyrido[2,3-d]pyrimidine-6-carboxylic acid ethyl ester (from Example 1(Step E), 15 mg, 0.036 mmol). 15.5 mg of 8-indan-5-yl-2-(2-morpholin-4-yl-ethylamino)-5-oxo-5,8-dihydro-pyrido[2,3-d]pyrimidine-6-carboxylic acid ethyl ester was obtained as a white solid. 1H NMR (400 MHz, CDCl3) δ (ppm): 9.24 (s, 1H), 8.45 (... Starting materials: [C-]#N.[Na+] (sodium cyanide), O (water), O(C1=CC=CC=C1)C=1C=C(C=O)C=CC1 (3-phenoxybenzaldehyde), ClC(=CC1C(C1C(=O)Cl)(C)C)Cl (3-(2,2-dichloroethenyl)-2,2-dimethylcyclopropanecarbonyl chloride). Run in O1CCCC1 (tetrahydrofuran). Run at time 2 hour. Yields the product ClC(=CC1C(C1C(=O)OC(C1=CC(=CC=C1)OC1=CC=CC=C1)C#N)(C)C)Cl (α-cyano-3-phenoxybenzyl 3-(2,2-dichloroethenyl)-2,2-dimethylcyclopropanecarboxylate). Yield: 95.4%. RXN SMILES: [C-:1]#[N:2].[Na+].O.[O:5]([C:12]1[CH:13]=[C:14]([CH:17]=[CH:18][CH:19]=1)[CH:15]=[O:16])[C:6]1[CH:11]=[CH:10][CH:9]=[CH:8][CH:7]=1.[Cl:20][C:21]([Cl:31])=[CH:22][CH:23]1[CH:25]([C:26](Cl)=[O:27])[C:24]1([CH3:30])[CH3:29]>O1CCCC1>[Cl:20][C:21]([Cl:31])=[CH:22][CH:23]1[CH:25]([C:26]([O:16][CH:15]([C:1]#[N:2])[C:14]2[CH:17]=[CH:18][CH:19]=[C:12]([O:5][C:6]3[CH:7]=[CH:8][CH:9]=[CH:10][CH:11]=3)[CH:13]=2)=[O:27])[C:24]1([CH3:30])[CH3:29] |f:0.1|. Reported procedure: To a stirred solution of sodium cyanide (2.40 g, 0.049 mole) in a 1:1 by volume mixture of water and tetrahydrofuran (50 ml) at 15° was added dropwise over 30 minutes a mixture of 3-phenoxybenzaldehyde (7.00 g, 0.035 mole) and 3-(2,2-dichloroethenyl)-2,2-dimethylcyclopropanecarbonyl chloride (10.00 g, 0.042 mole). Stirring was continued at 15° for an additional 2 hours, after which the reaction mixture was extracted thrice with methylene chloride (40 ml each). The combined organic layers were wa...